This data is from the Open Reaction Database (ORD), a public repository of structured organic reaction records. The task is: describe an organic reaction: reactants, conditions, products, and yield The reactants are C(C)OC(CN1N=C(C=C1N)C=1N=NC=CC1)OCC (1-(2,2-Diethoxyethyl)-3-(pyridazin-3-yl)-1H-pyrazole-5-amine), BrC=1C(=CC(=C(C1)[N+](=O)[O-])C)C (5-bromo-2,4-dimethylnitrobenzene). Product: C(C)OC(CN1N=C(C=C1NC1=C(C=C(C(=C1)[N+](=O)[O-])C)C)C=1N=NC=CC1)OCC (1-(2,2-Diethoxyethyl)-N-(2,4-dimethyl-5-nitrophenyl)-3-(pyridazin-3-yl)-1H-pyrazole-5-amine). Reaction SMILES: [CH2:1]([O:3][CH:4]([O:18][CH2:19][CH3:20])[CH2:5][N:6]1[C:10]([NH2:11])=[CH:9][C:8]([C:12]2[N:13]=[N:14][CH:15]=[CH:16][CH:17]=2)=[N:7]1)[CH3:2].Br[C:22]1[C:23]([CH3:32])=[CH:24][C:25]([CH3:31])=[C:26]([N+:28]([O-:30])=[O:29])[CH:27]=1>>[CH2:1]([O:3][CH:4]([O:18][CH2:19][CH3:20])[CH2:5][N:6]1[C:10]([NH:11][C:22]2[CH:27]=[C:26]([N+:28]([O-:30])=[O:29])[C:25]([CH3:31])=[CH:24][C:23]=2[CH3:32])=[CH:9][C:8]([C:12]2[N:13]=[N:14][CH:15]=[CH:16][CH:17]=2)=[N:7]1)[CH3:2]. Procedure: Analogously to Example 13A/Step 1, 1.09 g (3.93 mmol) of the compound of Example 80A and 996 mg (4.33 mmol) of 5-bromo-2,4-dimethylnitrobenzene gave, after 3 h of heating under reflux, a crude product which was purified by chromatography on a Biotage system (100 g Snap column; mobile phase gradient ethyl acetate/0-8% methanol). This gave 1.38 g (77% of theory) of the title compound. Starting materials: [Cl-].C(C)(=O)NC=1SC=C(N1)C[P+](C1=CC=CC=C1)(C1=CC=CC=C1)C1=CC=CC=C1 ({[2-(acetylamino)-1,3-thiazol-4-yl]methyl}(triphenyl)phosphonium chloride), O1C(OCC1)C1=C(C=C(S1)C=O)C (5-(1,3-dioxolan-2-yl)-4-methylthiophene-2-carbaldehyde). Product: O1C(OCC1)C1=C(C=C(S1)C=CC=1N=C(SC1)NC(C)=O)C (N-(4-{2-[5-(1,3-dioxolan-2-yl)-4-methylthiophen-2-yl]vinyl}-1,3-thiazol-2-yl)acetamide). Yield: 74.7%. As a reaction SMILES: [Cl-].[C:2]([NH:5][C:6]1[S:7][CH:8]=[C:9]([CH2:11][P+](C2C=CC=CC=2)(C2C=CC=CC=2)C2C=CC=CC=2)[N:10]=1)(=[O:4])[CH3:3].[O:31]1[CH2:35][CH2:34][O:33][CH:32]1[C:36]1[S:40][C:39]([CH:41]=O)=[CH:38][C:37]=1[CH3:43]>>[O:31]1[CH2:35][CH2:34][O:33][CH:32]1[C:36]1[S:40][C:39]([CH:41]=[CH:11][C:9]2[N:10]=[C:6]([NH:5][C:2](=[O:4])[CH3:3])[S:7][CH:8]=2)=[CH:38][C:37]=1[CH3:43] |f:0.1|. Reported procedure: In a similar manner as in Production Example 16, step 1, {[2-(acetylamino)-1,3-thiazol-4-yl]methyl}(triphenyl)phosphonium chloride (12.03 g, 26.56 mmol) and 5-(1,3-dioxolan-2-yl)-4-methylthiophene-2-carbaldehyde (3.51 g, 17.7 mmol) were condensed to give N-(4-{2-[5-(1,3-dioxolan-2-yl)-4-methylthiophen-2-yl]vinyl}-1,3-thiazol-2-yl)acetamide (4.450 g, 13.23 mmol, yield 74.7%) as a yellow solid. Reactants: CC(=O)OC(C)=O, Cc1ccc(C(=O)O)c(C(=O)O)n1. The product is Cc1ccc2c(n1)C(=O)OC2=O. Reaction SMILES: [CH3:14][C:15]([O:16][C:17](=[O:18])[CH3:19])=[O:20].[CH3:1][c:2]1[cH:3][cH:4][c:5]([C:11](=[O:12])[OH:13])[c:6]([C:8](=[O:9])[OH:10])[n:7]1>>[CH3:1][c:2]1[cH:3][cH:4][c:5]2[c:6]([n:7]1)[C:8](=[O:10])[O:13][C:11]2=[O:12]. Reactants: CC#N, O=c1[nH]nc2cc(-c3ccc(Cl)cc3)c(-c3ccccc3Cl)nn12, FC(F)(F)CCCI, [K+], [K+], O=C([O-])[O-], CN(C)C=O, O. Yields the product O=c1n(CCCC(F)(F)F)nc2cc(-c3ccc(Cl)cc3)c(-c3ccccc3Cl)nn12. Reaction SMILES: [CH3:45][C:46]#[N:47].[Cl:1][c:2]1[c:3](-[c:8]2[c:9](-[c:18]3[cH:19][cH:20][c:21]([Cl:24])[cH:22][cH:23]3)[cH:10][c:11]3[n:12]([n:13]2)[c:14](=[O:17])[nH:15][n:16]3)[cH:4][cH:5][cH:6][cH:7]1.[F:25][C:26]([CH2:27][CH2:28][CH2:29][I:30])([F:31])[F:32].[K+:33].[K+:34].[O-:35][C:36]([O-:37])=[O:38].[O:39]=[CH:40][N:41]([CH3:42])[CH3:43].[OH2:44]>>[Cl:1][c:2]1[c:3](-[c:8]2[c:9](-[c:18]3[cH:19][cH:20][c:21]([Cl:24])[cH:22][cH:23]3)[cH:10][c:11]3[n:12]([n:13]2)[c:14](=[O:17])[n:15]([CH2:29][CH2:28][CH2:27][C:26]([F:25])([F:31])[F:32])[n:16]3)[cH:4][cH:5][cH:6][cH:7]1.